The task is: describe an organic reaction: reactants, conditions, products, and yield. This data is from the Open Reaction Database (ORD), a public repository of structured organic reaction records. Reactants: O=C1OCc2ccccc21, CCOC(C)=O, CCCCCC, NCCCCc1ccccc1. Product: O=C1c2ccccc2CN1CCCCc1ccccc1. As a reaction SMILES: [C:1]1(=[O:2])[O:3][CH2:4][c:5]2[cH:6][cH:7][cH:8][cH:9][c:10]21.[C:22]([O:23][CH2:24][CH3:25])(=[O:26])[CH3:27].[CH3:28][CH2:29][CH2:30][CH2:31][CH2:32][CH3:33].[c:11]1([CH2:17][CH2:18][CH2:19][CH2:20][NH2:21])[cH:12][cH:13][cH:14][cH:15][cH:16]1>>[CH2:1]1[c:10]2[c:5]([cH:6][cH:7][cH:8][cH:9]2)[C:4](=[O:3])[N:21]1[CH2:20][CH2:19][CH2:18][CH2:17][c:11]1[cH:12][cH:13][cH:14][cH:15][cH:16]1. The reactants are [OH-].[K+] (potassium hydroxide), C(/C=C/CCl)Cl (trans 1,4-dichlorobutene-2), C(CC(=O)OCC)(=O)OCC (diethyl malonate). The reagents and catalysts are CCCCCCCC[N+](C)(CCCCCCCC)CCCCCCCC.[Cl-] (tricaprylmethylammonium chloride). The solvent is O (water). Run at time 5 hour. The product is C(=C)C1C(C1)(C(=O)OCC)C(=O)OCC (diethyl 1-vinylcyclopropane-2,2-dicarboxylate). Isolated yield 20.1%. As a reaction SMILES: [OH-].[K+].[CH2:3](Cl)/[CH:4]=[CH:5]/[CH2:6]Cl.[C:9]([O:17][CH2:18][CH3:19])(=[O:16])[CH2:10][C:11]([O:13][CH2:14][CH3:15])=[O:12]>CCCCCCCC[N+](CCCCCCCC)(CCCCCCCC)C.[Cl-].O>[CH:4]([CH:5]1[CH2:6][C:10]1([C:11]([O:13][CH2:14][CH3:15])=[O:12])[C:9]([O:17][CH2:18][CH3:19])=[O:16])=[CH2:3] |f:0.1,4.5|. Reported procedure: An aqueous solution (50%) of potassium hydroxide (168 g) was added dropwise to a vigorously stirred solution of 125 g (1.0 mol) trans 1,4-dichlorobutene-2, 80 g (0.5 mol) diethyl malonate and 3.2 g tricaprylmethylammonium chloride while maintaining the temperature at 25°-30° C. When the addition was complete, the mixture was stirred at ambient temperature for five hours and water was then added to dissolve suspended salts. After separation of the phases followed by washing of the aqueous phase t... The reactants are ClC=1C(=NC=C(C1)C(F)(F)F)N[C@@H]1[C@H](CCC1)NC(OC(C)(C)C)=O (tert-butyl N-[(1S,2S)-2-{[3-chloro-5-(trifluoromethyl)pyridin-2-yl]amino}cyclopentyl]carbamate), Cl (HCl). Solvent: O1CCOCC1 (1,4-dioxane), O1CCOCC1 (1,4-dioxane). Conditions: time 18 hour. The product is Cl.ClC=1C(=NC=C(C1)C(F)(F)F)N[C@@H]1[C@H](CCC1)N ((1S,2S)-1-N-[3-Chloro-5-(trifluoromethyl)pyridin-2-yl]cyclopentane-1,2-diamine hydrochloride). Reaction SMILES: [Cl:1][C:2]1[C:3]([NH:12][C@H:13]2[CH2:17][CH2:16][CH2:15][C@@H:14]2[NH:18]C(=O)OC(C)(C)C)=[N:4][CH:5]=[C:6]([C:8]([F:11])([F:10])[F:9])[CH:7]=1.Cl>O1CCOCC1>[ClH:1].[Cl:1][C:2]1[C:3]([NH:12][C@H:13]2[CH2:17][CH2:16][CH2:15][C@@H:14]2[NH2:18])=[N:4][CH:5]=[C:6]([C:8]([F:11])([F:9])[F:10])[CH:7]=1 |f:3.4|. Reported procedure: To a solution of tert-butyl N-[(1S,2S)-2-{[3-chloro-5-(trifluoromethyl)pyridin-2-yl]amino}cyclopentyl]carbamate (2.23 g, 5.87 mmol) in 1,4-dioxane (20 ml) was added HCl in 1,4-dioxane (4 M, 15 ml, 60.0 mmol). The reaction was stirred at room temperature for 18 hours. The reaction mixture was concentrated in vacuo to afford the title compound. The reactants are Cn1nnc(-c2ccc(CBr)cc2)n1, CS(C)=O, CCN(C(C)C)C(C)C, Cl, O=C1CCNCC1, O. Yields the product Cn1nnc(-c2ccc(CN3CCC(=O)CC3)cc2)n1. RXN SMILES: [Br:1][CH2:2][c:3]1[cH:4][cH:5][c:6](-[c:9]2[n:10][n:11][n:12]([CH3:14])[n:13]2)[cH:7][cH:8]1.[CH3:33][S:34]([CH3:35])=[O:36].[CH:24]([N:25]([CH2:26][CH3:27])[CH:28]([CH3:29])[CH3:30])([CH3:31])[CH3:32].[ClH:15].[NH:17]1[CH2:18][CH2:19][C:20](=[O:23])[CH2:21][CH2:22]1.[OH2:16]>>[CH2:2]([c:3]1[cH:4][cH:5][c:6](-[c:9]2[n:10][n:11][n:12]([CH3:14])[n:13]2)[cH:7][cH:8]1)[N:17]1[CH2:18][CH2:19][C:20](=[O:23])[CH2:21][CH2:22]1. Reactants: Cc1cccc(C)c1C(=O)O, O=C(Cl)C(=O)Cl, ClCCl, CN(C)C=O. The product is COC(=O)c1c(C)cccc1C. RXN SMILES: [CH3:1][c:2]1[c:3]([C:4](=[O:5])[OH:6])[c:7]([CH3:11])[cH:8][cH:9][cH:10]1.[Cl:17][C:18]([C:19]([Cl:20])=[O:21])=[O:22].[Cl:23][CH2:24][Cl:25].[O:12]=[CH:13][N:14]([CH3:15])[CH3:16]>>[CH3:1][c:2]1[c:3]([C:4](=[O:5])[O:6][CH3:13])[c:7]([CH3:11])[cH:8][cH:9][cH:10]1. Reactants: C(=S)(N1C=NC=C1)N1C=NC=C1 (thiocarbonyldiimidazole), CN1CCN(CC1)C1=CC=C(C=C1)N (4-(4-methyl-1-piperazinyl)benzenamine). Run in CN(C=O)C (N,N-dimethylformamide). Conditions: temperature -15 celsius, time 1 hour. Product: N(=C=S)C1=CC=C(C=C1)N1CCN(CC1)C (1-(4-isothiocyanatophenyl)-4-methylpiperazine). Yield: 83.0%. As a reaction SMILES: [C:1](N1C=CN=C1)(N1C=CN=C1)=[S:2].[CH3:13][N:14]1[CH2:19][CH2:18][N:17]([C:20]2[CH:25]=[CH:24][C:23]([NH2:26])=[CH:22][CH:21]=2)[CH2:16][CH2:15]1>CN(C)C=O>[N:26]([C:23]1[CH:24]=[CH:25][C:20]([N:17]2[CH2:16][CH2:15][N:14]([CH3:13])[CH2:19][CH2:18]2)=[CH:21][CH:22]=1)=[C:1]=[S:2]. Procedure: A mixture of thiocarbonyldiimidazole (4.46 g, 25.0 mmol) (Aldrich) and N,N-dimethylformamide (20 mL) was cooled to about −15° C. and a solution of 4-(4-methyl-1-piperazinyl)benzenamine (prepared according to the procedure of Chong, W. K. et al. WO9921845; 4.78 g, 25.0 mmol) was added over a period of 30 min. The cooling bath was removed and the mixture was stirred for 1 h. The mixture was cooled to 0° C. and ice-water was added. After 30 min, the mixture was extracted with ether (3×200 mL), drie... The reactants are FC1=C(CC2[N@@](C2)C(=O)OCC2=CC=CC=C2)C=C(C(=C1)F)F ((R)-benzyl 2-(2,4,5-trifluorobenzyl)aziridine-1-carboxylate), O (water), [C-]#N.[K+] (potassiumcyanide), ClCCl (dichloromethane), O (water). Run in CS(=O)C (dimethylsulfoxide). Run at temperature 50 celsius, time 24 hour. The product is C(#N)C[C@@H](CC1=C(C=C(C(=C1)F)F)F)NC(OCC1=CC=CC=C1)=O ((R)-benzyl 1-cyano-3-(2,4,5-trifluorophenyl)propane-2-ylcarbamate). Yield: 85.7%. As a reaction SMILES: [F:1][C:2]1[CH:21]=[C:20]([F:22])[C:19]([F:23])=[CH:18][C:3]=1[CH2:4][CH:5]1[CH2:7][N@:6]1[C:8]([O:10][CH2:11][C:12]1[CH:17]=[CH:16][CH:15]=[CH:14][CH:13]=1)=[O:9].O.[C-:25]#[N:26].[K+].ClCCl>CS(C)=O>[C:25]([CH2:7][C@H:5]([NH:6][C:8](=[O:9])[O:10][CH2:11][C:12]1[CH:13]=[CH:14][CH:15]=[CH:16][CH:17]=1)[CH2:4][C:3]1[CH:18]=[C:19]([F:23])[C:20]([F:22])=[CH:21][C:2]=1[F:1])#[N:26] |f:2.3|. Procedure details: 15.78 g of (R)-benzyl 2-(2,4,5-trifluorobenzyl)aziridine-1-carboxylate was dissolved in 63.2 mL of dimethylsulfoxide and 15.8 mL of water in 250 mL flask; then 7.89 g of silicagel was added thereto. 6.40 g of potassiumcyanide was slowly added to the reaction solution, and the resulting reaction solution was stirred for 24 hours at 50° C. The reaction solution was cooled to room temperature, and then 160 mL of dichloromethane and 800 mL of water were added to the cooled reaction solution in order...